Task: describe an organic reaction: reactants, conditions, products, and yield. Dataset: the Open Reaction Database (ORD), a public repository of structured organic reaction records The reactants are ClC=1C=CC2=C(C(NCC(N2)=O)=O)C1 (7-chloro-3,4-dihydro-1H-1,4-benzodiazepine-2,5-dione), [H-].[Al+3].[Li+].[H-].[H-].[H-] (Lithium aluminum hydride). Solvent: C1CCOC1 (THF). Run at temperature 63 celsius, time 19 hour. Product: ClC=1C=CC2=C(CNCCN2)C1 (7-chloro-2,3,4,5-tetrahydro-1H-1,4-benzodiazepine). Reaction SMILES: [Cl:1][C:2]1[CH:3]=[CH:4][C:5]2[NH:11][C:10](=O)[CH2:9][NH:8][C:7](=O)[C:6]=2[CH:14]=1.[H-].[Al+3].[Li+].[H-].[H-].[H-]>C1COCC1>[Cl:1][C:2]1[CH:3]=[CH:4][C:5]2[NH:11][CH2:10][CH2:9][NH:8][CH2:7][C:6]=2[CH:14]=1 |f:1.2.3.4.5.6|. Procedure: 7-chloro-3,4-dihydro-1H-1,4-benzodiazepine-2,5-dione (15.05 g, 71.4 mmol) was stirred in THF (120 mL). Lithium aluminum hydride (1M solution in THF, 214.5 mL, 214.4 mmol) was added gradually. When the addition was completed, the reaction mixture was heated to 63° C. and held for 19 hours. After 19 hours, the reaction was cooled to room temperature, and then to 0° C. The reaction mixture was quenched with water, 15% NaOH and another portion of water. After letting the reaction mixture stir for on... The reactants are N1=CC=CC(=C1)[C@H]1N(C)CCC1 ((S)-nicotine), BrCC\C=C/CCCC (cis-1-bromo-oct-3-ene). The solvent is CC(=O)O (AcOH). Yields the product Br.[Br-].CN1[C@@H](CCC1)C=1C=[N+](C=CC1)CC\C=C/CCCC ((S)-cis-3-(1-methyl-pyrrolidin-2-yl)-1-oct-3-enyl-pyridinium bromide hydrobromide salt). The yield is 49.2%. Reaction SMILES: [N:1]1[CH:6]=[C:5]([C@@H:7]2[CH2:12][CH2:11][CH2:10][N:8]2[CH3:9])[CH:4]=[CH:3][CH:2]=1.[Br:13][CH2:14][CH2:15]/[CH:16]=[CH:17]\[CH2:18][CH2:19][CH2:20][CH3:21]>CC(O)=O>[BrH:13].[Br-:13].[CH3:9][N:8]1[CH2:10][CH2:11][CH2:12][C@H:7]1[C:5]1[CH:6]=[N+:1]([CH2:14][CH2:15]/[CH:16]=[CH:17]\[CH2:18][CH2:19][CH2:20][CH3:21])[CH:2]=[CH:3][CH:4]=1 |f:3.4.5|. Procedure details: To a stirred solution of (S)-nicotine (0.47 g, 2.9 mmol) in AcOH (8 ml) was added cis-1-bromo-oct-3-ene (1.34 g, 7.00 mmol). The mixture was heated at reflux for 3 days. AcOH was evaporated and the residue was recrystallized in ethyl acetate-CHCl3 to afford (S)-cis-3-(1-methyl-pyrrolidin-2-yl)-1-oct-3-enyl-pyridinium bromide hydrobromide salt (NONB-3c) (0.62 g, 49%) as hygroscopic white crystals: 1H NMR (300 MHz, CDCl3) δ 12.19 (1H, s), 10.71 (1H, s), 9.74 (1H, d, J=7.8 Hz), 8.74 (1H, d, J=5.7 H...